From a dataset of the Open Reaction Database (ORD), a public repository of structured organic reaction records. describe an organic reaction: reactants, conditions, products, and yield Reactants: CC#N, CCN(C(C)C)C(C)C, C(=C1CCNCC1)c1cccc(Oc2ccc(C3CC3)cn2)c1, O=C(O)C(F)(F)F, O=C(Nc1cccnn1)Oc1ccccc1. Product: O=C(Nc1cccnn1)N1CCC(=Cc2cccc(Oc3ccc(C4CC4)cn3)c2)CC1. As a reaction SMILES: [CH3:56][C:57]#[N:58].[CH:47]([N:48]([CH:49]([CH3:50])[CH3:51])[CH2:52][CH3:53])([CH3:54])[CH3:55].[CH:8]1([c:11]2[cH:12][cH:13][c:14]([O:17][c:18]3[cH:19][c:20]([CH:24]=[C:25]4[CH2:26][CH2:27][NH:28][CH2:29][CH2:30]4)[cH:21][cH:22][cH:23]3)[n:15][cH:16]2)[CH2:9][CH2:10]1.[F:1][C:2]([F:3])([F:4])[C:5]([OH:6])=[O:7].[n:31]1[n:32][c:33]([NH:37][C:38]([O:39][c:41]2[cH:42][cH:43][cH:44][cH:45][cH:46]2)=[O:40])[cH:34][cH:35][cH:36]1>>[CH:8]1([c:11]2[cH:12][cH:13][c:14]([O:17][c:18]3[cH:19][c:20]([CH:24]=[C:25]4[CH2:26][CH2:27][N:28]([C:38]([NH:37][c:33]5[n:32][n:31][cH:36][cH:35][cH:34]5)=[O:39])[CH2:29][CH2:30]4)[cH:21][cH:22][cH:23]3)[n:15][cH:16]2)[CH2:9][CH2:10]1. The reactants are COC=1C=C(C=C(C1)C(F)(F)F)B1OC(C(O1)(C)C)(C)C (2-(3-methoxy-5-trifluoromethyl-phenyl)-4,4,5,5-tetramethyl-[1,3,2]dioxaborolane), ClC=1C=C(N=NC1)CN1C(=NC=C1)C (5-chloro-3-(2-methyl-imidazol-1-yl-methyl)-pyridazine). Yields the product Cl.COC=1C=C(C=C(C1)C(F)(F)F)C=1C=C(N=NC1)CN1C(=NC=C1)C (5-(3-Methoxy-5-trifluoromethyl-phenyl)-3-(2-methyl-imidazol-1-yl-methyl)-pyridazine hydrochloride). As a reaction SMILES: [CH3:1][O:2][C:3]1[CH:4]=[C:5](B2OC(C)(C)C(C)(C)O2)[CH:6]=[C:7]([C:9]([F:12])([F:11])[F:10])[CH:8]=1.[Cl:22][C:23]1[CH:24]=[C:25]([CH2:29][N:30]2[CH:34]=[CH:33][N:32]=[C:31]2[CH3:35])[N:26]=[N:27][CH:28]=1>>[ClH:22].[CH3:1][O:2][C:3]1[CH:4]=[C:5]([C:23]2[CH:24]=[C:25]([CH2:29][N:30]3[CH:34]=[CH:33][N:32]=[C:31]3[CH3:35])[N:26]=[N:27][CH:28]=2)[CH:6]=[C:7]([C:9]([F:10])([F:11])[F:12])[CH:8]=1 |f:2.3|. Procedure details: The title compound, MS: m/e=349.4 (M+H+), was prepared from 2-(3-methoxy-5-trifluoromethyl-phenyl)-4,4,5,5-tetramethyl-[1,3,2]dioxaborolane and 5-chloro-3-(2-methyl-imidazol-1-yl-methyl)-pyridazine. Starting materials: ClC1=C2C(=NN=C1C1=CC=CC=C1)N(N=C2C=2C=C(C=CC2)C)C (4-chloro-1-methyl-5-phenyl-3-m-tolyl-1H-pyrazolo[3,4-c]pyridazine), FC1=C(C=O)C=CC=C1 (2-fluorobenzaldehyde). Product: ClC1=C2C(=NN=C1C1=CC=CC=C1)N(N=C2C2=C(C=CC=C2)F)C (4-Chloro-3-(2-fluorophenyl)-1-methyl-5-phenyl-1H-pyrazolo[3,4-c]pyridazine). Reaction SMILES: [Cl:1][C:2]1[C:7]([C:8]2[CH:13]=[CH:12][CH:11]=[CH:10][CH:9]=2)=[N:6][N:5]=[C:4]2[N:14]([CH3:24])[N:15]=[C:16]([C:17]3[CH:18]=[C:19](C)[CH:20]=[CH:21][CH:22]=3)[C:3]=12.[F:25]C1C=CC=CC=1C=O>>[Cl:1][C:2]1[C:7]([C:8]2[CH:13]=[CH:12][CH:11]=[CH:10][CH:9]=2)=[N:6][N:5]=[C:4]2[N:14]([CH3:24])[N:15]=[C:16]([C:17]3[CH:18]=[CH:19][CH:20]=[CH:21][C:22]=3[F:25])[C:3]=12. Procedure details: Compound 22 was synthesised following similar procedures outlined in Example 24 (Compound 19), using 2-fluorobenzaldehyde instead of 3-methylbenzaldehyde in Step 1. Starting materials: CCCCc1nc(-c2ccc(C(F)(F)F)cc2)sc1COc1ccc(C#N)c(F)c1, C[S-], CN(C)C=O, [Na+], O. Product: CCCCc1nc(-c2ccc(C(F)(F)F)cc2)sc1COc1ccc(C#N)c(SC)c1. As a reaction SMILES: [CH2:1]([CH2:2][CH2:3][CH3:4])[c:5]1[n:6][c:7](-[c:21]2[cH:22][cH:23][c:24]([C:27]([F:28])([F:29])[F:30])[cH:25][cH:26]2)[s:8][c:9]1[CH2:10][O:11][c:12]1[cH:13][c:14]([F:20])[c:15]([C:16]#[N:17])[cH:18][cH:19]1.[CH3:31][S-:32].[CH3:35][N:36]([CH3:37])[CH:38]=[O:39].[Na+:33].[OH2:34]>>[CH2:1]([CH2:2][CH2:3][CH3:4])[c:5]1[n:6][c:7](-[c:21]2[cH:22][cH:23][c:24]([C:27]([F:28])([F:29])[F:30])[cH:25][cH:26]2)[s:8][c:9]1[CH2:10][O:11][c:12]1[cH:13][c:14]([S:32][CH3:31])[c:15]([C:16]#[N:17])[cH:18][cH:19]1. Yield: 77.6%. Reported procedure: To a solution of 0.464 g (0.719 mmol) of 60 in 12 mL of CH2Cl2, was added dropwise 8.4 mL of 1M BCl3 at -78° C. The reaction mixture was stirred at -78° C. for 2 h and then at -40° C. for 2 h. MeOH (5 mL) was added and stirring was continued at -40° C. for 10 min. The reaction mixture was diluted with EtOAc (75 mL). The EtOAc solution was washed with cold H2O (50 mL), sat. NaHCO3 solution (50 mL), sat. NaCl solution (50 mL), dried (Na2SO4), and evaporated. The residue was coevaporated with MeOH ... Reactants: ClC1=NC2=C(N1[C@H]1[C@H](OCC3=CC=CC=C3)[C@H](OCC3=CC=CC=C3)[C@H](O1)COCC1=CC=CC=C1)C=C(C(=C2)[N+](=O)[O-])[N+](=O)[O-] (2-Chloro-5,6-dinitro-1-(2,3,5-tri-O-benzyl-β-D-ribofuranosyl)benzimidazole), B(Cl)(Cl)Cl (BCl3), CO (MeOH). Yields the product ClC1=NC2=C(N1[C@H]1[C@H](O)[C@H](O)[C@H](O1)CO)C=C(C(=C2)[N+](=O)[O-])[N+](=O)[O-] (2-Chloro-5,6-dinitro-1-β-D-ribofuranosylbenzimidazole). Solvent: CCOC(=O)C (EtOAc), C(Cl)Cl (CH2Cl2). Reaction SMILES: [Cl:1][C:2]1[N:6]([C@@H:7]2[O:27][C@H:26]([CH2:28][O:29]CC3C=CC=CC=3)[C@@H:17]([O:18]CC3C=CC=CC=3)[C@H:8]2[O:9]CC2C=CC=CC=2)[C:5]2[CH:37]=[C:38]([N+:44]([O-:46])=[O:45])[C:39]([N+:41]([O-:43])=[O:42])=[CH:40][C:4]=2[N:3]=1.B(Cl)(Cl)Cl.CO>C(Cl)Cl.CCOC(C)=O>[Cl:1][C:2]1[N:6]([C@@H:7]2[O:27][C@H:26]([CH2:28][OH:29])[C@@H:17]([OH:18])[C@H:8]2[OH:9])[C:5]2[CH:37]=[C:38]([N+:44]([O-:46])=[O:45])[C:39]([N+:41]([O-:43])=[O:42])=[CH:40][C:4]=2[N:3]=1. Run at temperature -78 celsius, time 2 hour. The reactants are CS(=O)(=O)O[C@H]1CN(CCC1)C=1SC2=C(N1)C=CC(=C2)Br ((R)-1-(6-bromobenzo[d]thiazol-2-yl)piperidin-3-yl methanesulfonate), N1CCOCC1 (morpholine). Yields the product BrC1=CC2=C(N=C(S2)N2C[C@H](CCC2)N2CCOCC2)C=C1 ((S)-4-(1-(6-bromobenzo[d]thiazol-2-yl)piperidin-3-yl)morpholine). Reaction SMILES: CS(O[C@@H:6]1[CH2:11][CH2:10][CH2:9][N:8]([C:12]2[S:13][C:14]3[CH:20]=[C:19]([Br:21])[CH:18]=[CH:17][C:15]=3[N:16]=2)[CH2:7]1)(=O)=O.[NH:22]1[CH2:27][CH2:26][O:25][CH2:24][CH2:23]1>>[Br:21][C:19]1[CH:18]=[CH:17][C:15]2[N:16]=[C:12]([N:8]3[CH2:9][CH2:10][CH2:11][C@H:6]([N:22]4[CH2:27][CH2:26][O:25][CH2:24][CH2:23]4)[CH2:7]3)[S:13][C:14]=2[CH:20]=1. Procedure details: The title compound was prepared by the method of Example 34, substituting (R)-1-(6-bromobenzo[d]thiazol-2-yl)piperidin-3-yl methanesulfonate (Reference Example 12) in place of (S)-1-(6-bromobenzo[d]thiazol-2-yl)piperidin-3-yl methanesulfonate (Reference Example 10) and substituting morpholine in place of azetidine to give (S)-4-(1-(6-bromobenzo[d]thiazol-2-yl)piperidin-3-yl)morpholine. 1H NMR (300 MHz, CD3OD) δ ppm 1.75-2.01 (m, 2H), 2.02-2.14 (m, 1H), 2.32-2.43 (m, 1H), 3.29-3.48 (m, 3H), 3.50-...